From a dataset of the Open Reaction Database (ORD), a public repository of structured organic reaction records. describe an organic reaction: reactants, conditions, products, and yield Starting materials: [Cl-].COC1=NC(=NC(=N1)OC)[N+]1(CCOCC1)C (4-(4,6-Dimethoxy[1.3.5]triazin-2-yl)-4-methylmorpholinium chloride), N(=[N+]=[N-])C1=CC=C(COC(=O)N2CSC[C@H]2C(=O)O)C=C1 ((R)-3-(((4-azidobenzyl)oxy)carbonyl)thiazolidine-4-carboxylic acid), C1=CC=CC=2C3=CC=CC=C3C(C12)COC(=O)N[C@H](C(=O)O)CCCCN ((S)-2-((((9H-fluoren-9-yl)methoxy)carbonyl)amino)-6-aminohexanoic acid), C(C)(C)N(CC)C(C)C (diisopropylethylamine). The solvent is C(=O)O (Formic acid), CN(C=O)C (dimethylformamide), CN(C=O)C (dimethylformamide). Conditions: time 30 minute. Yields the product C1=CC=CC=2C3=CC=CC=C3C(C12)COC(=O)N[C@H](C(=O)O)CCCCNC(=O)[C@H]1N(CSC1)C(=O)OCC1=CC=C(C=C1)N=[N+]=[N-] ((S)-2-((((9H-fluoren-9-yl)methoxy)carbonyl)amino)-6-((R)-3-(((4-azidobenzyl)oxy) carbonyl) thiazolidine-4-carboxamido)hexanoic acid). Isolated yield 51.3%. As a reaction SMILES: [Cl-].COC1N=C(OC)N=C([N+]2(C)CCOCC2)N=1.[N:19]([C:22]1[CH:39]=[CH:38][C:25]([CH2:26][O:27][C:28]([N:30]2[C@H:34]([C:35]([OH:37])=O)[CH2:33][S:32][CH2:31]2)=[O:29])=[CH:24][CH:23]=1)=[N+:20]=[N-:21].[CH:40]1[C:52]2[CH:51]([CH2:53][O:54][C:55]([NH:57][C@@H:58]([CH2:62][CH2:63][CH2:64][CH2:65][NH2:66])[C:59]([OH:61])=[O:60])=[O:56])[C:50]3[C:45](=[CH:46][CH:47]=[CH:48][CH:49]=3)[C:44]=2[CH:43]=[CH:42][CH:41]=1.C(N(C(C)C)CC)(C)C>CN(C)C=O.C(O)=O>[CH:49]1[C:50]2[CH:51]([CH2:53][O:54][C:55]([NH:57][C@@H:58]([CH2:62][CH2:63][CH2:64][CH2:65][NH:66][C:35]([C@@H:34]3[CH2:33][S:32][CH2:31][N:30]3[C:28]([O:27][CH2:26][C:25]3[CH:24]=[CH:23][C:22]([N:19]=[N+:20]=[N-:21])=[CH:39][CH:38]=3)=[O:29])=[O:37])[C:59]([OH:61])=[O:60])=[O:56])[C:52]3[C:44](=[CH:43][CH:42]=[CH:41][CH:40]=3)[C:45]=2[CH:46]=[CH:47][CH:48]=1 |f:0.1|. Procedure details: 4-(4,6-Dimethoxy[1.3.5]triazin-2-yl)-4-methylmorpholinium chloride (DMT-MM) (2.85 g, 10.3 mmol) was added to a solution of (R)-3-(((4-azidobenzyl)oxy)carbonyl)thiazolidine-4-carboxylic acid (Acbz-Thz-OH) (Compound SP610) (3.17 g, 10.3 mmol) in dimethylformamide (DMF) (17.0 ml) at room temperature under a nitrogen atmosphere, and the mixture was stirred at the same temperature for 1 hour and 30 minutes. A solution of (S)-2-((((9H-fluoren-9-yl)methoxy)carbonyl)amino)-6-aminohexanoic acid (Fmoc-Lys...